This data is from the Open Reaction Database (ORD), a public repository of structured organic reaction records. The task is: describe an organic reaction: reactants, conditions, products, and yield Run in CN(C)C=O (DMF). Reaction SMILES: Cl.[CH2:2]([O:9][C:10]1[CH:15]=[CH:14][N:13]2[N:16]=[C:17]([CH3:22])[C:18]([C:19](=[S:21])[NH2:20])=[C:12]2[CH:11]=1)[C:3]1[CH:8]=[CH:7][CH:6]=[CH:5][CH:4]=1.Cl[CH:24]([C:29](OC)=[O:30])[C:25]([O:27][CH3:28])=[O:26].O>CN(C=O)C>[CH2:2]([O:9][C:10]1[CH:15]=[CH:14][N:13]2[N:16]=[C:17]([CH3:22])[C:18]([C:19]3[S:21][C:24]([C:25]([O:27][CH3:28])=[O:26])=[C:29]([OH:30])[N:20]=3)=[C:12]2[CH:11]=1)[C:3]1[CH:4]=[CH:5][CH:6]=[CH:7][CH:8]=1 |f:0.1|. The product is C(C1=CC=CC=C1)OC1=CC=2N(C=C1)N=C(C2C=2SC(=C(N2)O)C(=O)OC)C (methyl 2-[5-(benzyloxy)-2-methylpyrazolo[1,5-a]pyridin-3-yl]-4-hydroxy-1,3-thiazole-5-carboxylate). Reported procedure: To a suspension of 5-(benzyloxy)-2-methylpyrazolo[1,5-a]pyridine-3-carbothioamide hydrochloride(3.45 g, 10.3 mmol) in DMF (100 mL), was added 94% dimethyl chloromalonate (2.79 mL, 20.6 mmol) and the mixture was stirred for 7.5 h at 100° C. The reaction mixture was allowed to cool to 50° C. and then was dropwise added water (100 mL). The resulting precipitate was collected by filtration and then washed with EtOH (20 mL) and diethyl ether (20 mL) to obtain methyl 2-[5-(benzyloxy)-2-methylpyrazolo[... Run at temperature 100 celsius, time 7.5 hour. Starting materials: ClC(C(=O)OC)C(=O)OC (dimethyl chloromalonate), Cl.C(C1=CC=CC=C1)OC1=CC=2N(C=C1)N=C(C2C(N)=S)C (5-(benzyloxy)-2-methylpyrazolo[1,5-a]pyridine-3-carbothioamide hydrochloride), O (water). The reactants are F (hydrofluoric acid), NC(=O)N (urea), O1[C@H]2[C@@H]1C[C@@H]1CC[C@H]3[C@@H]4CC[C@H](C(C)=O)[C@]4(CC([C@@H]3[C@]1(C2)C)=O)C (2α,3α-epoxy-5α-pregnane-11,20-dione). The solvent is C([O-])(O)=O.[Na+] (sodium bicarbonate). Reaction conditions: time 8 hour. Product: F[C@@H]1[C@H](C[C@@H]2CC[C@H]3[C@@H]4CC[C@H](C(C)=O)[C@]4(CC([C@@H]3[C@]2(C1)C)=O)C)O (2β-Fluoro-3α-hydroxy-5α-pregnane-11,20-dione). As a reaction SMILES: [FH:1].NC(N)=O.[O:6]1[C@H:8]2[CH2:9][C@H:10]3[C@:25]([CH3:27])([CH2:26][C@@H:7]12)[C@@H:24]1[C@H:13]([C@H:14]2[C@:21]([CH3:29])([CH2:22][C:23]1=[O:28])[C@@H:17]([C:18](=[O:20])[CH3:19])[CH2:16][CH2:15]2)[CH2:12][CH2:11]3>C(=O)(O)[O-].[Na+]>[F:1][C@H:7]1[CH2:26][C@@:25]2([CH3:27])[C@@H:10]([CH2:11][CH2:12][C@@H:13]3[C@@H:24]2[C:23](=[O:28])[CH2:22][C@@:21]2([CH3:29])[C@H:14]3[CH2:15][CH2:16][C@@H:17]2[C:18](=[O:20])[CH3:19])[CH2:9][C@@H:8]1[OH:6] |f:3.4|. Procedure details: Anhydrous hydrofluoric acid (50 ml.) was added slowly to urea (40 g.) to give a colourless liquid. To 11 ml. of the liquid was added 2α,3α-epoxy-5α-pregnane-11,20-dione (650 mg.), and the clear solution was stirred at room temperature overnight. It was poured into saturated sodium bicarbonate solution (250 ml), and the white precipitate was extracted into chloroform. The organic solution was washed with water, dried over sodium sulphate and evaporated to give a white foam (565 mg.). Recrystallis... Reactants: NC1=CC=C(C=C1)N1CCC(CC1)C1=NN(C(O1)=O)C (5-[1-(4-aminophenyl)-4-piperidyl]-3-methyl-2,3-dihydro-1,3,4-oxadiazol-2-one), [N+](=O)([O-])C1=CC=C(O1)C=O (5-nitro2-furaldehyde). Reagents/catalysts: CC(=O)O (CH3COOH). Run in CO (methanol). Product: CN1C(OC(=N1)C1CCN(CC1)C1=CC=C(C=C1)/N=C/C=1OC(=CC1)[N+](=O)[O-])=O (3-Methyl-5-[1-(4-[(E)-1-(5-nitro-2-furyl)methylidene]aminophenyl)-4-piperidyl]-2,3-dihydro-1,3,4-oxadiazol-2-one). Yield: 86.0%. As a reaction SMILES: [NH2:1][C:2]1[CH:7]=[CH:6][C:5]([N:8]2[CH2:13][CH2:12][CH:11]([C:14]3[O:18][C:17](=[O:19])[N:16]([CH3:20])[N:15]=3)[CH2:10][CH2:9]2)=[CH:4][CH:3]=1.[N+:21]([C:24]1[O:28][C:27]([CH:29]=O)=[CH:26][CH:25]=1)([O-:23])=[O:22]>CC(O)=O.CO>[CH3:20][N:16]1[N:15]=[C:14]([CH:11]2[CH2:10][CH2:9][N:8]([C:5]3[CH:4]=[CH:3][C:2](/[N:1]=[CH:29]/[C:27]4[O:28][C:24]([N+:21]([O-:23])=[O:22])=[CH:25][CH:26]=4)=[CH:7][CH:6]=3)[CH2:13][CH2:12]2)[O:18][C:17]1=[O:19]. Procedure details: 5-[1-(4-Aminophenyl)-4-piperidyl]-3-methyl-2,3-dihydro-1,3,4-oxadiazol-2-one (7b, 0.27 g, 1 mmol) on reacting with 5-nitro2-furaldehyde in the presence of catalytic amount of CH3COOH (3 drops) in methanol at 0° C. for 10 h and the obtained solid is filtered, washed with water and recrystallized in ethanol to obtain product 3-methyl-5-[1-(4-[(E)-1-(5-nitro-2-furyl)methylidene]aminophenyl)-4-piperidyl]-2,3-dihydro-1,3,4-oxadiazol-2-one (9b, 341 mg, 86%). Reactants: cyclic carbonate, NC=1C=C2C=CN=C(C2=CC1)N(C(=O)OC(C)(C)C)C(=O)OC(C)(C)C (6-amino-1-bis(tert-butoxycarbonyl)aminoisoquinoline), FC1=CC(=C(C=C1)C)N1C([C@H](OCC1)[C@H](C(=O)O)O)=O ((2R)-2-[(2R)-4-(4-fluoro-o-tolyl)-3-oxomorpholin-2-yl]-2-hydroxyacetic acid), NC1=CC=C(C=C1)C=1NOC(N1)=O (3-(4-aminophenyl)-1,2,4-oxadiazol-5(2H)-one). The solvent is CN(C)C=O (DMF). The product is FC1=CC(=C(C=C1)C)N1C([C@H](OCC1)[C@H](C(=O)NC1=CC=C(C=C1)C1=NOC(N1)=O)O)=O ((2R)-2-[(2R)-4-(4-fluoro-o-tolyl)-3-oxomorpholin-2-yl]-2-hydroxy-N-[4-(5-oxo-4H-1,2,4-oxadiazol-3-yl)phenyl]acetamide). RXN SMILES: [F:1][C:2]1[CH:7]=[CH:6][C:5]([CH3:8])=[C:4]([N:9]2[CH2:14][CH2:13][O:12][C@H:11]([C@@H:15]([OH:19])[C:16]([OH:18])=O)[C:10]2=[O:20])[CH:3]=1.[NH2:21][C:22]1[CH:27]=[CH:26][C:25]([C:28]2[NH:29][O:30][C:31](=[O:33])[N:32]=2)=[CH:24][CH:23]=1.NC1C=C2C(=CC=1)C(N(C(OC(C)(C)C)=O)C(OC(C)(C)C)=O)=NC=C2>CN(C=O)C>[F:1][C:2]1[CH:7]=[CH:6][C:5]([CH3:8])=[C:4]([N:9]2[CH2:14][CH2:13][O:12][C@H:11]([C@@H:15]([OH:19])[C:16]([NH:21][C:22]3[CH:23]=[CH:24][C:25]([C:28]4[NH:32][C:31](=[O:33])[O:30][N:29]=4)=[CH:26][CH:27]=3)=[O:18])[C:10]2=[O:20])[CH:3]=1. Reported procedure: According to the Step 1-3 in synthetic method for EXAMPLE 1, a cyclic carbonate analogue (0.11 g) derived from compound 63-6 and 3-(4-aminophenyl)-1,2,4-oxadiazol-5(2H)-one with DMF were used instead of 1-2 and 6-amino-1-bis(tert-butoxycarbonyl)aminoisoquinoline to obtain compound 64-1 (43.2 mg) as a pale pink amorphous solid. The reactants are O=[N+]([O-])c1cc(I)c2occc2c1, NCCN1CCOCC1, Cc1ccccc1C. Yields the product O=[N+]([O-])c1cc(NCCN2CCOCC2)c2occc2c1. RXN SMILES: [I:1][c:2]1[cH:3][c:4]([N+:11](=[O:12])[O-:13])[cH:5][c:6]2[cH:7][cH:8][o:9][c:10]12.[NH2:14][CH2:15][CH2:16][N:17]1[CH2:18][CH2:19][O:20][CH2:21][CH2:22]1.[c:23]1([CH3:24])[c:25]([CH3:26])[cH:27][cH:28][cH:29][cH:30]1>>[c:2]1([NH:14][CH2:15][CH2:16][N:17]2[CH2:18][CH2:19][O:20][CH2:21][CH2:22]2)[cH:3][c:4]([N+:11](=[O:12])[O-:13])[cH:5][c:6]2[cH:7][cH:8][o:9][c:10]12. Reactants: CC12N3CCN4C(CN(CCN1CC3)C42C)CO (8b,8c-dimethyldecahydro-2a,4a,6a,8a-tetraazacyclopenta[fg]acenaphthylen-1-ylmethanol), Cl (hydrochloric acid). Run in C(C)O (ethanol). Product: N1C(CNCCNCCNCC1)CO (1,4,7,10-tetraazacyclododec-2-yl-methanol). RXN SMILES: CC12C3(C)[N:6]4[CH:7]([CH2:17][OH:18])[CH2:8][N:9]3[CH2:10][CH2:11][N:12]1[CH2:13][CH2:14][N:3]2[CH2:4][CH2:5]4.Cl>C(O)C>[NH:6]1[CH2:5][CH2:4][NH:3][CH2:14][CH2:13][NH:12][CH2:11][CH2:10][NH:9][CH2:8][CH:7]1[CH2:17][OH:18]. Procedure details: A solution of 1.00 g (3.99 mmol) of compound 10 obtained in the preceding stage in 50 ml of absolute ethanol is brought to reflux. 10 ml of a 35% aqueous hydrochloric acid solution are added in small amounts. Reflux is maintained for 48 hours. After evaporation of the solvents, the residue is taken up in the minimum amount of ice-cold ethanol. The precipitate formed is filtered off and washed with ice-cold methanol. The filtrate is evaporated and then the residue is taken up in the minimum amoun...